This data is from the Open Reaction Database (ORD), a public repository of structured organic reaction records. The task is: describe an organic reaction: reactants, conditions, products, and yield The reactants are COCCOC, O=C1CCC(=O)N1Cl, [N-]=[N+]=[N-], [Na+], O, C=Cc1cn(CCC(CO)CO)c(=O)[nH]c1=O. Product: [N-]=[N+]=NC(CCl)c1cn(CCC(CO)CO)c(=O)[nH]c1=O. Reaction SMILES: [CH3:30][O:31][CH2:32][CH2:33][O:34][CH3:35].[Cl:1][N:2]1[C:3](=[O:4])[CH2:5][CH2:6][C:7]1=[O:8].[N-:27]=[N+:28]=[N-:29].[Na+:26].[OH2:36].[OH:9][CH2:10][CH:11]([CH2:12][CH2:13][n:14]1[c:15](=[O:16])[nH:17][c:18](=[O:19])[c:20]([CH:22]=[CH2:23])[cH:21]1)[CH2:24][OH:25]>>[Cl:1][CH2:23][CH:22]([c:20]1[c:18](=[O:19])[nH:17][c:15](=[O:16])[n:14]([CH2:13][CH2:12][CH:11]([CH2:10][OH:9])[CH2:24][OH:25])[cH:21]1)[N:27]=[N+:28]=[N-:29]. Starting materials: C1(=CC=CC=C1)CC#N (Phenylacetonitrile), CC1(OCCO1)C1=CC=C(C=C1)[N+](=O)[O-] (2-methyl-2-(4-nitrophenyl)-1,3-dioxolane), [OH-].[Na+] (sodium hydroxide). The solvent is CO (methanol). Conditions: time 16 hour. The product is CC1(OCCO1)C=1C=CC=2C(=C(ON2)C2=CC=CC=C2)C1 (5-(2-Methyl-1,3-dioxolan-2yl)-3-phenyl-2,1-benzisoxazole). RXN SMILES: [C:1]1([CH2:7][C:8]#N)[CH:6]=[CH:5][CH:4]=[CH:3][CH:2]=1.[CH3:10][C:11]1([C:16]2[CH:21]=C[C:19]([N+:22]([O-])=[O:23])=[CH:18][CH:17]=2)[O:15][CH2:14][CH2:13][O:12]1.[OH-].[Na+]>CO>[CH3:10][C:11]1([C:16]2[CH:17]=[CH:18][C:19]3[C:8]([CH:21]=2)=[C:7]([C:1]2[CH:2]=[CH:3][CH:4]=[CH:5][CH:6]=2)[O:23][N:22]=3)[O:12][CH2:13][CH2:14][O:15]1 |f:2.3|. Procedure details: Phenylacetonitrile (0.84 g, 7.2 mmol) and 2-methyl-2-(4-nitrophenyl)-1,3-dioxolane (mp. 69°-71° C. (1.50 g 7.2 mmol) were added to a room temperature solution of sodium hydroxide (1.44 g, 36 mmol) in methanol (8 ml). A slight exotherm was noted and stirring was continued for 16 hrs. The mixture was filtered and the collected solid washed several times with water and once with cold methanol to yield a yellow powder (1.60 g) with mp. 137° C. (lit. mp. 137°-138° C., see J. Heterocyclic Chem. 11, 10... Starting materials: C(C)(C)(C)OC(NC1=C(C=C(C(=C1)OCC(F)(F)F)C(F)(F)F)NC(CC(=O)C1=CC(=CC=C1)C1=CC(=NC(=C1)C)C1CC1)=O)=O ([2-{3-[3-(2-Cyclopropyl-6-methyl-pyridin-4-yl)-phenyl]-3-oxo-propionylamino}-5-(2,2,2-trifluoro-ethoxy)-4-trifluoromethyl-phenyl]-carbamic acid tert-butyl ester), C(=O)(C(F)(F)F)O (TFA). Run in C(Cl)Cl (CH2Cl2). The product is C1(CC1)C1=NC(=CC(=C1)C=1C=C(C=CC1)C1=NC2=C(NC(C1)=O)C=C(C(=C2)OCC(F)(F)F)C(F)(F)F)C (4-[3-(2-Cyclopropyl-6-methyl-pyridin-4-yl)-phenyl]-7-(2,2,2-trifluoro-ethoxy)-8-trifluoromethyl-1,3-dihydro-benzo[b][1,4]diazepin-2-one), solid. Yield: 79.0%. Reaction SMILES: C(OC(=O)[NH:7][C:8]1[CH:13]=[C:12](OCC(F)(F)F)[C:11](C(F)(F)F)=[CH:10][C:9]=1[NH:24][C:25](=[O:45])[CH2:26][C:27]([C:29]1[CH:34]=[CH:33][CH:32]=[C:31]([C:35]2[CH:40]=[C:39]([CH3:41])[N:38]=[C:37]([CH:42]3[CH2:44][CH2:43]3)[CH:36]=2)[CH:30]=1)=O)(C)(C)C.[C:47](O)([C:49]([F:52])([F:51])[F:50])=[O:48]>C(Cl)Cl>[CH:42]1([C:37]2[CH:36]=[C:35]([C:31]3[CH:30]=[C:29]([C:27]4[CH2:26][C:25](=[O:45])[NH:24][C:9]5[CH:10]=[C:11]([C:49]([F:52])([F:51])[F:50])[C:12]([O:48][CH2:47][C:49]([F:52])([F:51])[F:50])=[CH:13][C:8]=5[N:7]=4)[CH:34]=[CH:33][CH:32]=3)[CH:40]=[C:39]([CH3:41])[N:38]=2)[CH2:43][CH2:44]1. Procedure: The title compound was prepared from [2-{3-[3-(2-cyclopropyl-6-methyl-pyridin-4-yl)-phenyl]-3-oxo-propionylamino}-5-(2,2,2-trifluoro-ethoxy)-4-trifluoromethyl-phenyl]-carbamic acid tert-butyl ester (Example M239) (308 mg, 0.47 mmol) by treatment with TFA in CH2Cl2 according to the general procedure N. Obtained as an off-white solid (199 mg, 79%). The reactants are O=C1N(C=CC(=C1)C1=CC=C(C=C1)C(F)(F)F)C=1C=C2C=NN(C2=CC1)CC=O (2-(5-(2-oxo-4-(4-(trifluoromethyl)phenyl)pyridin-1(2H)-yl)-1H-indazol-1-yl)acetaldehyde), N1CCOCC1 (morpholine), C(=O)(O)[O-].[Na+] (NaHCO3), Cl (HCl). The solvent is C(Cl)Cl (CH2Cl2), CO (MeOH), CC(=O)O (AcOH). Conditions: time 1.5 hour. Yields the product O1CCN(CC1)CCN1N=CC2=CC(=CC=C12)N1C(C=C(C=C1)C1=CC=C(C=C1)C(F)(F)F)=O (1-(1-(2-Morpholinoethyl)-1H-indazol-5-yl)-4-(4-(trifluoromethyl)phenyl)pyridin-2(1H)-one). The yield is 33.5%. As a reaction SMILES: [O:1]=[C:2]1[CH:7]=[C:6]([C:8]2[CH:13]=[CH:12][C:11]([C:14]([F:17])([F:16])[F:15])=[CH:10][CH:9]=2)[CH:5]=[CH:4][N:3]1[C:18]1[CH:19]=[C:20]2[C:24](=[CH:25][CH:26]=1)[N:23]([CH2:27][CH:28]=O)[N:22]=[CH:21]2.[NH:30]1[CH2:35][CH2:34][O:33][CH2:32][CH2:31]1.Cl.C([O-])(O)=O.[Na+]>C(Cl)Cl.CO.CC(O)=O>[O:33]1[CH2:34][CH2:35][N:30]([CH2:28][CH2:27][N:23]2[C:24]3[C:20](=[CH:19][C:18]([N:3]4[CH:4]=[CH:5][C:6]([C:8]5[CH:9]=[CH:10][C:11]([C:14]([F:15])([F:17])[F:16])=[CH:12][CH:13]=5)=[CH:7][C:2]4=[O:1])=[CH:26][CH:25]=3)[CH:21]=[N:22]2)[CH2:31][CH2:32]1 |f:3.4|. Procedure details: To a solution of 2-(5-(2-oxo-4-(4-(trifluoromethyl)phenyl)pyridin-1(2H)-yl)-1H-indazol-1-yl)acetaldehyde (84 mg, 0.21 mmol) in CH2Cl2 (4.0 mL), MeOH (1.0 mL) and AcOH (0.50 mL) was added morpholine (0.06 mL, 0.7 mmol) and picoline-borane complex (25 mg, 0.23 mmol). After stirring at ambient temperature under nitrogen atmosphere for 1.5 h, the solution was treated with 1 N HCl (10.0 mL) and stirred vigorously for 30 minutes. The mixture was made basic with saturated aqueous NaHCO3 (25 mL) and ext... Reactants: S(C)C (Me2S), C(#N)C1=C(C(=O)OC)C=CC(=C1)CC=C (methyl 2-cyano-4-(prop-2-en-1-yl)benzoate), O=[O+][O-] (O3), N1=CC=CC=C1 (pyridine). The solvent is C(Cl)Cl.CO (CH2Cl2 MeOH). Procedure: The methyl 2-cyano-4-(prop-2-en-1-yl)benzoate (100 mg, 0.5 mmol) was dissolved in 1:1 CH2Cl2/MeOH (20 mL) containing pyridine (0.25%). The solution was cooled to −78° C., and O3 was passed through until a blue color was present. N2 was then bubbled through to discharge the blue color and Me2S (3 mol) was added. The reaction mixture was allowed to warm and left overnight. The mixture was washed with 1 N HCl and aqueous NaHCO3 and then dried and evaporated to give methyl 2-cyano-4-(2-oxoethyl)benz... As a reaction SMILES: [C:1]([C:3]1[CH:12]=[C:11]([CH2:13][CH:14]=C)[CH:10]=[CH:9][C:4]=1[C:5]([O:7][CH3:8])=[O:6])#[N:2].N1C=CC=CC=1.[O:22]=[O+][O-].S(C)C>C(Cl)Cl.CO>[C:1]([C:3]1[CH:12]=[C:11]([CH2:13][CH:14]=[O:22])[CH:10]=[CH:9][C:4]=1[C:5]([O:7][CH3:8])=[O:6])#[N:2] |f:4.5|. Product: C(#N)C1=C(C(=O)OC)C=CC(=C1)CC=O (methyl 2-cyano-4-(2-oxoethyl)benzoate). Run at temperature -78 celsius, time 8 hour. The reactants are O[C@@H](C(=O)OCC)[C@H](C1=CN(C2=CC=CC=C12)C1=CC=C(C=C1)OC1=NC=C(C=C1)C(F)(F)F)O ((2R,3S)-Ethyl 2,3-dihydroxy-3-(1-(4-((5-(trifluoromethyl)pyridin-2-yl)oxy)-phenyl)-1H-indol-3-yl)propanoate), N (NH3). Yields the product O[C@@H](C(=O)N)[C@H](C1=CN(C2=CC=CC=C12)C1=CC=C(C=C1)OC1=NC=C(C=C1)C(F)(F)F)O ((2R,3S)-2,3-Dihydroxy-3-(1-(4-((5-(trifluoromethyl)pyridin-2-yl)oxy)phenyl)-1H-indol-3-yl)propanamide). Reaction SMILES: [OH:1][C@H:2]([C@@H:8]([OH:35])[C:9]1[C:17]2[C:12](=[CH:13][CH:14]=[CH:15][CH:16]=2)[N:11]([C:18]2[CH:23]=[CH:22][C:21]([O:24][C:25]3[CH:30]=[CH:29][C:28]([C:31]([F:34])([F:33])[F:32])=[CH:27][N:26]=3)=[CH:20][CH:19]=2)[CH:10]=1)[C:3]([O:5]CC)=O.[NH3:36]>>[OH:1][C@H:2]([C@@H:8]([OH:35])[C:9]1[C:17]2[C:12](=[CH:13][CH:14]=[CH:15][CH:16]=2)[N:11]([C:18]2[CH:23]=[CH:22][C:21]([O:24][C:25]3[CH:30]=[CH:29][C:28]([C:31]([F:33])([F:32])[F:34])=[CH:27][N:26]=3)=[CH:20][CH:19]=2)[CH:10]=1)[C:3]([NH2:36])=[O:5]. Procedure: (2R,3S)-2,3-Dihydroxy-3-(1-(4-((5-(trifluoromethyl)pyridin-2-yl)oxy)phenyl)-1H-indol-3-yl)propanamide (5) was prepared as follows: A solution of compound 4 (100 mg) and NH3 (in MeOH ˜7N, 6 mL) was shaken at room temperature for 72 hours. The solvent was evaporated, and the residue was purified by column (EtOAc/MeOH 8/1.5) to afford compound 5 as a white solid (70 mg): 1H-NMR (400 MHz, CD3OD) δ: 8.49 (s, 1H), 8.06 (1H, dd, 2.6 & 8.7 Hz), 7.82 (1H, d, 7.8 Hz), 7.56-7.65 (m, 4H), 7.38-7.41 (m, 2H),...